The task is: describe an organic reaction: reactants, conditions, products, and yield. This data is from the Open Reaction Database (ORD), a public repository of structured organic reaction records. The reactants are O=C([O-])[O-], CCOC(C)=O, [K+], [K+], O=C1CC2C(CC(OC(=O)c3ccc(-c4ccccc4)cc3)C2C=CC(O)c2cc3ccccc3s2)O1. The product is O=C1CC2C(CC(O)C2C=CC(O)c2cc3ccccc3s2)O1. As a reaction SMILES: [C:38](=[O:39])([O-:40])[O-:41].[CH3:44][CH2:45][O:46][C:47](=[O:48])[CH3:49].[K+:42].[K+:43].[c:1]1(-[c:2]2[cH:3][cH:4][cH:5][cH:6][cH:7]2)[cH:8][cH:32][c:33]([C:34]([O:9][CH:10]2[CH:11]([CH:19]=[CH:20][CH:21]([OH:22])[c:23]3[cH:24][c:25]4[c:26]([s:27]3)[cH:28][cH:29][cH:30][cH:31]4)[CH:12]3[CH:13]([O:14][C:15](=[O:17])[CH2:16]3)[CH2:18]2)=[O:35])[cH:36][cH:37]1>>[OH:9][CH:10]1[CH:11]([CH:19]=[CH:20][CH:21]([OH:22])[c:23]2[cH:24][c:25]3[c:26]([s:27]2)[cH:28][cH:29][cH:30][cH:31]3)[CH:12]2[CH:13]([O:14][C:15](=[O:17])[CH2:16]2)[CH2:18]1. The reactants are C(C)(C)(C)OC(=O)N1CCC2=C(CC1)C(=C(C=C2)Cl)SC(N(C)C)=O (3-tert-butoxycarbonyl-7-chloro-6-dimethylcarbamoylthio-2,3,4,5-tetrahydro-1H-benzo[d]azepine), [OH-].[K+] (potassium hydroxide), [Cl-].[NH4+] (ammonium chloride). Run in CO (methanol). Conditions: temperature 50 celsius, time 2 hour. Product: C(C)(C)(C)OC(=O)N1CCC2=C(CC1)C(=C(C=C2)Cl)S (3-tert-butoxycarbonyl-7-chloro-6-mercapto-2,3,4,5-tetrahydro-1H-benzo[d]azepine). As a reaction SMILES: [C:1]([O:5][C:6]([N:8]1[CH2:14][CH2:13][C:12]2[C:15]([S:20]C(=O)N(C)C)=[C:16]([Cl:19])[CH:17]=[CH:18][C:11]=2[CH2:10][CH2:9]1)=[O:7])([CH3:4])([CH3:3])[CH3:2].[OH-].[K+].[Cl-].[NH4+]>CO>[C:1]([O:5][C:6]([N:8]1[CH2:14][CH2:13][C:12]2[C:15]([SH:20])=[C:16]([Cl:19])[CH:17]=[CH:18][C:11]=2[CH2:10][CH2:9]1)=[O:7])([CH3:4])([CH3:2])[CH3:3] |f:1.2,3.4|. Procedure: To 3-tert-butoxycarbonyl-7-chloro-6-dimethylcarbamoylthio-2,3,4,5-tetrahydro-1H-benzo[d]azepine (723 mg, 1.88 mmol) in methanol (10 mL) add potassium hydroxide pellets (3.34 g, 60.2 mmol) and stir mixture at 50° C. for 2 h. Cool to ambient temperature, add aqueous saturated ammonium chloride, extract three times with EtOAc, dry over anhydrous Na2SO4, and concentrate in vacuo to give the crude 3-tert-butoxycarbonyl-7-chloro-6-mercapto-2,3,4,5-tetrahydro-1H-benzo[d]azepine. Dissolve the compound i... Reactants: N#Cc1cc(Br)ccc1F, O=C([O-])[O-], [K+], [K+], CN(C)C=O, Oc1ccccc1-c1ccccc1. Yields the product N#Cc1cc(Br)ccc1Oc1ccccc1-c1ccccc1. As a reaction SMILES: [Br:1][c:2]1[cH:3][cH:4][c:5]([F:10])[c:6]([C:7]#[N:8])[cH:9]1.[C:24](=[O:25])([O-:26])[O-:27].[K+:28].[K+:29].[O:30]=[CH:31][N:32]([CH3:33])[CH3:34].[c:11]1(-[c:17]2[c:18]([OH:23])[cH:19][cH:20][cH:21][cH:22]2)[cH:12][cH:13][cH:14][cH:15][cH:16]1>>[Br:1][c:2]1[cH:3][cH:4][c:5]([O:23][c:18]2[c:17](-[c:11]3[cH:12][cH:13][cH:14][cH:15][cH:16]3)[cH:22][cH:21][cH:20][cH:19]2)[c:6]([C:7]#[N:8])[cH:9]1. Reactants: ice water, Cl.NC=1SC(=C(N1)C)Br (2-amino-5-bromo-4-methylthiazole hydrochloride), SC1=NC=CC=N1 (2-mercaptopyrimidine), C([O-])([O-])=O.[K+].[K+] (potassium carbonate). Solvent: CN(C=O)C (N,N-dimethylformamide). Conditions: temperature 90 celsius. The product is NC=1SC(=C(N1)C)SC1=NC=CC=N1 (2-amino-4-methyl-5-(2-pyrimidinylthio)thiazole). Yield: 57.8%. Reaction SMILES: Cl.[NH2:2][C:3]1[S:4][C:5](Br)=[C:6]([CH3:8])[N:7]=1.[SH:10][C:11]1[N:16]=[CH:15][CH:14]=[CH:13][N:12]=1.C(=O)([O-])[O-].[K+].[K+]>CN(C)C=O>[NH2:2][C:3]1[S:4][C:5]([S:10][C:11]2[N:16]=[CH:15][CH:14]=[CH:13][N:12]=2)=[C:6]([CH3:8])[N:7]=1 |f:0.1,3.4.5|. Procedure details: A mixture of 2-amino-5-bromo-4-methylthiazole hydrochloride (1.15 g), 2-mercaptopyrimidine (0.6 g) and potassium carbonate (1.7 g) in N,N-dimethylformamide (20 ml) was heated at 90° C. for 3.5 hours with stirring. The reaction mixture was poured into ice water. The mixture was extracted with a mixture of tetrahydrofuran and ethyl acetate (1:1), washed with aqueous saturated sodium chloride and dried over magnesium sulfate. The solvent was concentrated under reduced pressure to give solid. The so... Reactants: CC(C)O, [Cu]I, N#Cc1cccc(I)c1, [K+], [K+], O=C([O-])[O-], OCCO, Sc1ccccc1. Yields the product N#Cc1cccc(Sc2ccccc2)c1. As a reaction SMILES: [CH3:29][CH:30]([OH:31])[CH3:32].[Cu:27][I:28].[I:1][c:2]1[cH:3][c:4]([C:5]#[N:6])[cH:7][cH:8][cH:9]1.[K+:17].[K+:18].[O-:19][C:20]([O-:21])=[O:22].[OH:23][CH2:24][CH2:25][OH:26].[SH:10][c:11]1[cH:12][cH:13][cH:14][cH:15][cH:16]1>>[c:2]1([S:10][c:11]2[cH:12][cH:13][cH:14][cH:15][cH:16]2)[cH:3][c:4]([C:5]#[N:6])[cH:7][cH:8][cH:9]1.